This data is from the Open Reaction Database (ORD), a public repository of structured organic reaction records. The task is: describe an organic reaction: reactants, conditions, products, and yield The reactants are O=C(NCC12CC3CC(CC(C3)C1)C2)c1cc(Br)ccc1Cl, [Li]C(C)(C)C, CN(C)C=O, CCOCC, CCCCC, [Li]C, C1CCOC1. Product: O=Cc1ccc(Cl)c(C(=O)NCC23CC4CC(CC(C4)C2)C3)c1. RXN SMILES: [Br:1][c:2]1[cH:3][cH:4][c:5]([Cl:22])[c:6]([C:7](=[O:8])[NH:9][CH2:10][C:11]23[CH2:12][CH:13]4[CH2:14][CH:15]([CH2:16][CH:17]([CH2:18]2)[CH2:19]4)[CH2:20]3)[cH:21]1.[C:25]([Li:26])([CH3:27])([CH3:28])[CH3:29].[CH3:30][N:31]([CH:32]=[O:33])[CH3:34].[CH3:40][CH2:41][O:42][CH2:43][CH3:44].[CH3:45][CH2:46][CH2:47][CH2:48][CH3:49].[Li:23][CH3:24].[O:35]1[CH2:36][CH2:37][CH2:38][CH2:39]1>>[c:2]1([CH:32]=[O:33])[cH:3][cH:4][c:5]([Cl:22])[c:6]([C:7](=[O:8])[NH:9][CH2:10][C:11]23[CH2:12][CH:13]4[CH2:14][CH:15]([CH2:16][CH:17]([CH2:18]2)[CH2:19]4)[CH2:20]3)[cH:21]1. Reactants: Cc1cc(Br)cnc1NC(=O)OC(C)(C)C, C1CCOC1, [H-], CI, [Na+]. Product: Cc1cc(Br)cnc1N(C)C(=O)OC(C)(C)C. Reaction SMILES: [C:1]([CH3:2])([CH3:3])([CH3:4])[O:5][C:6]([NH:7][c:8]1[n:9][cH:10][c:11]([Br:15])[cH:12][c:13]1[CH3:14])=[O:16].[CH2:21]1[O:22][CH2:23][CH2:24][CH2:25]1.[H-:17].[I:19][CH3:20].[Na+:18]>>[C:1]([CH3:2])([CH3:3])([CH3:4])[O:5][C:6]([N:7]([c:8]1[n:9][cH:10][c:11]([Br:15])[cH:12][c:13]1[CH3:14])[CH3:20])=[O:16]. Starting materials: FC1(C[C@@H](CC1)[C@](C(=O)OC1CCN(CC1)C(=O)OC(C)(C)C)(C1=CC=C(C=C1)C=C)O)F (t-butyl 4-((2R)-2-((1R)-3,3-difluorocyclopentyl)-2-hydroxy-2-(4-vinylphenyl)ethanoyloxy)-tetrahydropyridine-1(2H)-carboxylate). The reagents and catalysts are [Pd] (palladium-on-carbon). The solvent is [H][H] (hydrogen), CO (methanol). Conditions: time 6 hour. Product: FC1(C[C@@H](CC1)[C@](C(=O)OC1CCN(CC1)C(=O)OC(C)(C)C)(C1=CC=C(C=C1)CC)O)F (t-butyl 4-((2R)-2-((1R)-3,3-difluorocyclopentyl)-2-hydroxy-2-(4-ethylphenyl)ethanoyloxy)tetrahydropyridine-1(2H)-carboxylate). Reaction SMILES: [F:1][C:2]1([F:33])[CH2:6][CH2:5][C@@H:4]([C@@:7]([OH:32])([C:24]2[CH:29]=[CH:28][C:27]([CH:30]=[CH2:31])=[CH:26][CH:25]=2)[C:8]([O:10][CH:11]2[CH2:16][CH2:15][N:14]([C:17]([O:19][C:20]([CH3:23])([CH3:22])[CH3:21])=[O:18])[CH2:13][CH2:12]2)=[O:9])[CH2:3]1>CO.[Pd].[H][H]>[F:33][C:2]1([F:1])[CH2:6][CH2:5][C@@H:4]([C@@:7]([OH:32])([C:24]2[CH:29]=[CH:28][C:27]([CH2:30][CH3:31])=[CH:26][CH:25]=2)[C:8]([O:10][CH:11]2[CH2:12][CH2:13][N:14]([C:17]([O:19][C:20]([CH3:22])([CH3:23])[CH3:21])=[O:18])[CH2:15][CH2:16]2)=[O:9])[CH2:3]1. Reported procedure: To a solution of 50 mg of the t-butyl 4-((2R)-2-((1R)-3,3-difluorocyclopentyl)-2-hydroxy-2-(4-vinylphenyl)ethanoyloxy)-tetrahydropyridine-1(2H)-carboxylate as obtained in Referential Example 56 in 3 ml of methanol, 10 mg of palladium-on-carbon catalyst was added, followed by 6 hours' stirring at ambient temperature and pressure in hydrogen atmosphere. The reaction liquid was filtered with Celite, and the solvent was distilled off under reduced pressure to provide the title compound. The reactants are N[C@@H]1[C@@H](CN(CC1)C=1C=CC(=C(C(=O)OC)C1)C)OC (Methyl cis(±)-5-(4-amino-3-methoxypiperidin-1-yl)-2-methylbenzoate), CCN=C=NCCCN(C)C.Cl (WSC hydrochloride), C=1C=CC2=C(C1)N=NN2O (HOBt), ClC=1N=C(NC1CC)C(=O)O (4-chloro-5-ethyl-1H-imidazole-2-carboxylic acid), ClC=1N=C(NC1CC)C(=O)O (4-Chloro-5-ethyl-1H-imidazole-2-carboxylic acid). The product is ClC=1N=C(NC1CC)C(=O)N[C@@H]1[C@@H](CN(CC1)C=1C=CC(=C(C(=O)OC)C1)C)OC (Methyl cis(±)-5-(4-{[(4-chloro-5-ethyl-1H-imidazol-2-yl)carbonyl]amino}-3-methoxypiperidin-1-yl)-2-methylbenzoate). Reaction SMILES: [NH2:1][C@H:2]1[CH2:7][CH2:6][N:5]([C:8]2[CH:9]=[CH:10][C:11]([CH3:18])=[C:12]([CH:17]=2)[C:13]([O:15][CH3:16])=[O:14])[CH2:4][C@H:3]1[O:19][CH3:20].[Cl:21][C:22]1[N:23]=[C:24]([C:29](O)=[O:30])[NH:25][C:26]=1[CH2:27][CH3:28].CCN=C=NCCCN(C)C.Cl.C1C=CC2N(O)N=NC=2C=1>>[Cl:21][C:22]1[N:23]=[C:24]([C:29]([NH:1][C@H:2]2[CH2:7][CH2:6][N:5]([C:8]3[CH:9]=[CH:10][C:11]([CH3:18])=[C:12]([CH:17]=3)[C:13]([O:15][CH3:16])=[O:14])[CH2:4][C@H:3]2[O:19][CH3:20])=[O:30])[NH:25][C:26]=1[CH2:27][CH3:28] |f:2.3|. Reported procedure: The same operation as in Example (1g) was performed using methyl cis(±)-5-(4-amino-3-methoxypiperidin-1-yl)-2-methylbenzoate obtained in Example (172b) (26.3 mg, 0.09 mmol), 4-chloro-5-ethyl-1H-imidazole-2-carboxylic acid obtained by the method described in Example (1d) (15 mg, 0.09 mmol), WSC hydrochloride (49.4 mg, 0.26 mmol) and HOBt (11.6 mg, 0.09 mmol), to obtain 33.0 mg of the title compound as a pale yellow oily substance (88%). Starting materials: CC(=O)O (AcOH), [BH3-]C#N.[Na+] (NaCNBH3), BrC1=C2CCOC(C2=CC=C1)C=O (5-bromo-3,4-dihydro-1H-isochromene-1-carbaldehyde), BrC1=C2CCOC(C2=CC=C1)CN1CCNCC1 (1-[(5-bromo-3,4-dihydro-1H-isochromen-1-yl)methyl]piperazine), CCN(C(C)C)C(C)C (DIEA). Solvent: O (water), C(Cl)Cl.CO (DCM MeOH). Run at time 10 minute. Yields the product BrC1=C2CCOC(C2=CC=C1)CN1CCN(CC1)CC1OCCC2=C(C=CC=C12)Br (1,4-bis[(5-bromo-3,4-dihydro-1H-isochromen-1-yl)methyl]piperazine). As a reaction SMILES: [Br:1][C:2]1[CH:11]=[CH:10][CH:9]=[C:8]2[C:3]=1[CH2:4][CH2:5][O:6][CH:7]2[CH2:12][N:13]1[CH2:18][CH2:17][NH:16][CH2:15][CH2:14]1.CCN(C(C)C)C(C)C.CC(O)=O.[BH3-]C#N.[Na+].[Br:36][C:37]1[CH:46]=[CH:45][CH:44]=[C:43]2[C:38]=1[CH2:39][CH2:40][O:41][CH:42]2[CH:47]=O>C(Cl)Cl.CO.O>[Br:1][C:2]1[CH:11]=[CH:10][CH:9]=[C:8]2[C:3]=1[CH2:4][CH2:5][O:6][CH:7]2[CH2:12][N:13]1[CH2:14][CH2:15][N:16]([CH2:47][CH:42]2[C:43]3[C:38](=[C:37]([Br:36])[CH:46]=[CH:45][CH:44]=3)[CH2:39][CH2:40][O:41]2)[CH2:17][CH2:18]1 |f:3.4,6.7|. Procedure details: To a solution of 1-[(5-bromo-3,4-dihydro-1H-isochromen-1-yl)methyl]piperazine (160 mg, 0.52 mmol) in DCM/MeOH (1:1, 5 mL) was added DIEA (134 mg, 1.03 mmol), and then mixture was stirred at r.t for 10 min. Then AcOH (62 mg, 1.03 mmol), NaCNBH3 (65 mg, 1.03 mmol) and 5-bromo-3,4-dihydro-1H-isochromene-1-carbaldehyde (125 mg, 0.516 mmol) were added into the mixture. The reaction solution was stirred at ambient temperature overnight. The reaction mixture was added water and extracted with DCM. The ... Solvent: C(C)(=O)OCC (ethyl acetate). Isolated yield 63.2%. Product: COC1=CC=C(C=C1)C1CC(NC2=C(C1)C=CC=C2)=O (2,3,4,5-Tetrahydro-4-(4-methoxyphenyl)-1H-1-benzazepin-2-one). Procedure: A solution of 1.0 g (3.08 mmol) of 2,3,4,5-tetrahydro-3-(methoxycarbonyl)-4-(4-methoxyphenyl)-1H-1-benzazepin-2-one [prepared by the method of Floyd, et al., J. Med. Chem., 35, 756-772 (1992)]in 10 mL of pyridine was treated with 1.65g (12.3 mmol, 4eq) of lithium iodide and the resulting mixture refluxed in an oil bath under a nitrogen atmosphere for 20 hours. The dark brown mixture was cooled to room temperature and diluted with ethyl acetate. The organic layer was washed with 1N HCl (3×50 mL) ... Starting materials: (1992)]in, N1=CC=CC=C1 (pyridine), [I-].[Li+] (lithium iodide), COC(=O)C1C(NC2=C(CC1C1=CC=C(C=C1)OC)C=CC=C2)=O (2,3,4,5-tetrahydro-3-(methoxycarbonyl)-4-(4-methoxyphenyl)-1H-1-benzazepin-2-one). As a reaction SMILES: COC([CH:5]1[CH:11]([C:12]2[CH:17]=[CH:16][C:15]([O:18][CH3:19])=[CH:14][CH:13]=2)[CH2:10][C:9]2[CH:20]=[CH:21][CH:22]=[CH:23][C:8]=2[NH:7][C:6]1=[O:24])=O.N1C=CC=CC=1.[I-].[Li+]>C(OCC)(=O)C>[CH3:19][O:18][C:15]1[CH:16]=[CH:17][C:12]([CH:11]2[CH2:10][C:9]3[CH:20]=[CH:21][CH:22]=[CH:23][C:8]=3[NH:7][C:6](=[O:24])[CH2:5]2)=[CH:13][CH:14]=1 |f:2.3|.